From a dataset of the Open Reaction Database (ORD), a public repository of structured organic reaction records. describe an organic reaction: reactants, conditions, products, and yield Starting materials: FC=1C=NC=CC1 (3-fluoropyridine), C(C1=CC=CC=C1)OC=1C=CC(=NC1)C(=O)N(C)OC (5-(benzyloxy)-N-methoxy-N-methylpicolinamide), C(C)(C)NC(C)C (diisopropylamine), [Li]CCCC (n-BuLi). Solvent: C1CCOC1 (THF), C1CCOC1 (THF), C1CCOC1 (THF), CCCCCC (hexane). Run at temperature -78 celsius, time 15 minute. The product is C(C1=CC=CC=C1)OC=1C=CC(=NC1)C(=O)C1=NC=CC=C1F ([5-(Benzyloxy)pyridin-2-yl](3-fluoropyridin-2-yl)methanone). The yield is 52.0%. Reaction SMILES: C(NC(C)C)(C)C.[Li]CCCC.[F:13][C:14]1[CH:15]=[N:16][CH:17]=[CH:18][CH:19]=1.[CH2:20]([O:27][C:28]1[CH:29]=[CH:30][C:31]([C:34](N(OC)C)=[O:35])=[N:32][CH:33]=1)[C:21]1[CH:26]=[CH:25][CH:24]=[CH:23][CH:22]=1>C1COCC1.CCCCCC>[CH2:20]([O:27][C:28]1[CH:29]=[CH:30][C:31]([C:34]([C:15]2[C:14]([F:13])=[CH:19][CH:18]=[CH:17][N:16]=2)=[O:35])=[N:32][CH:33]=1)[C:21]1[CH:22]=[CH:23][CH:24]=[CH:25][CH:26]=1. Procedure: To a solution of diisopropylamine (2.08 g) in THF (50 mL) was added 1.6 M n-BuLi in hexane (12.3 mL) at −5° C. The mixture was stirred for 15 min. The mixture was cooled to −78° C., and a solution of 3-fluoropyridine (1.74 g) in THF (10 mL) was added. The mixture was stirred for 1 h. To the mixture was added a solution of 5-(benzyloxy)-N-methoxy-N-methylpicolinamide (4.87 g) in THF (5 mL). The mixture was stirred at −78° C. for 2 h. The mixture was quenched with saturated NH4Cl aqueous solution ... Starting materials: C(C1=CC=CC=C1)N1C2=NC=NC=C2N=C1Br (9-Benzyl-8-bromo-9H-purine), C(C)OC=C[Sn](CCCC)(CCCC)CCCC (ethoxyvinyl(tributyl)tin). Run in CN(C)C=O (DMF). Run at temperature 65 celsius. Product: C(C1=CC=CC=C1)N1C2=NC=NC=C2N=C1C=COCC (9-Benzyl-8-(α-ethoxyvinyl)purine). Reaction SMILES: [CH2:1]([N:8]1[C:16](Br)=[N:15][C:14]2[C:9]1=[N:10][CH:11]=[N:12][CH:13]=2)[C:2]1[CH:7]=[CH:6][CH:5]=[CH:4][CH:3]=1.[CH2:18]([O:20][CH:21]=[CH:22][Sn](CCCC)(CCCC)CCCC)[CH3:19]>CN(C=O)C>[CH2:1]([N:8]1[C:16]([CH:19]=[CH:18][O:20][CH2:21][CH3:22])=[N:15][C:14]2[C:9]1=[N:10][CH:11]=[N:12][CH:13]=2)[C:2]1[CH:7]=[CH:6][CH:5]=[CH:4][CH:3]=1. Procedure details: A mixture of 9-benzyl-8-bromopurine 13 (1.0 g, 3.4 mmol) bis(triphenylphosphine)palladium(II)chloride (0.242 g, 0.30 mmol) and ethoxyvinyl(tributyl)tin (1.49 g, 4.14 mmol) in dry DMF (50 mL) was heated under N2 at 65° C. for 48 h. DMF was distilled off under reduced pressure and the resulting residue was redissolved in EtOAc (50 mL) and filtered through a pad of celite. The EtOAc was distilled off and the residue obtained was purified by flash chromatography. Yield 0.579 g, (59.7%). 1H NMR (CDCl... Reactants: CN(C1=CC=C(C=C1)S(=O)(=O)C1CC(N(C1C1=C(C=CC=C1)F)C(CNC(=O)NC1=CC(=CC=C1)C(=O)OCC)=O)C(=O)OC(C)(C)C)C (tert-butyl (2RS,4SR,5RS)-4-(4-dimethylaminophenyl)sulphonyl-1-{2-[3-(3-ethoxycarbonylphenyl)ureido]acetyl}-5-(2-fluorophenyl)-2-pyrrolidinecarboxylate), [OH-].[K+] (potassium hydroxide). Run in CO (methanol), O (water). The product is C(C)(C)(C)OC(=O)C1N(C(C(C1)S(=O)(=O)C1=CC=C(C=C1)N(C)C)C1=C(C=CC=C1)F)C(CNC(NC=1C=C(C(=O)O)C=CC1)=O)=O ((2RS,4SR,5RS)-3-(3-{2-[2-tert-butoxycarbonyl-4-(4-dimethylaminophenyl)sulphonyl-5-(2-fluorophenyl)-1-pyrrolidinyl]-2-oxoethyl}ureido)benzoic acid). Yield: 8.3%. Reaction SMILES: [CH3:1][N:2]([CH3:49])[C:3]1[CH:8]=[CH:7][C:6]([S:9]([CH:12]2[CH:16]([C:17]3[CH:22]=[CH:21][CH:20]=[CH:19][C:18]=3[F:23])[N:15]([C:24](=[O:41])[CH2:25][NH:26][C:27]([NH:29][C:30]3[CH:35]=[CH:34][CH:33]=[C:32]([C:36]([O:38]CC)=[O:37])[CH:31]=3)=[O:28])[CH:14]([C:42]([O:44][C:45]([CH3:48])([CH3:47])[CH3:46])=[O:43])[CH2:13]2)(=[O:11])=[O:10])=[CH:5][CH:4]=1.[OH-].[K+]>CO.O>[C:45]([O:44][C:42]([CH:14]1[CH2:13][CH:12]([S:9]([C:6]2[CH:7]=[CH:8][C:3]([N:2]([CH3:49])[CH3:1])=[CH:4][CH:5]=2)(=[O:11])=[O:10])[CH:16]([C:17]2[CH:22]=[CH:21][CH:20]=[CH:19][C:18]=2[F:23])[N:15]1[C:24](=[O:41])[CH2:25][NH:26][C:27](=[O:28])[NH:29][C:30]1[CH:31]=[C:32]([CH:33]=[CH:34][CH:35]=1)[C:36]([OH:38])=[O:37])=[O:43])([CH3:48])([CH3:46])[CH3:47] |f:1.2|. Procedure details: A The process is performed as described in Example 1A, but starting with 1.5 g of tert-butyl (2RS,4SR,5RS)-4-(4-dimethylaminophenyl)sulphonyl-1-{2-[3-(3-ethoxycarbonylphenyl)ureido]acetyl}-5-(2-fluorophenyl)-2-pyrrolidinecarboxylate and 0.12 g of potassium hydroxide in a mixture of 60 cm3 of methanol and 20 cm3 of distilled water. After treatment, 0.12 g of (2RS,4SR,5RS)-3-(3-{2-[2-tert-butoxycarbonyl-4-(4-dimethylaminophenyl)sulphonyl-5-(2-fluorophenyl)-1-pyrrolidinyl]-2-oxoethyl}ureido)benzoic... Reactants: CC(C)(C)NC(=O)c1cc(Cl)ccn1, CC(=O)[O-], CC(=O)[O-], COc1ccc(CN(Cc2ccc(OC)cc2)c2ncc(-c3nc(N4CCOCC4)nc4c3CCN4)cn2)cc1, CN(C)C=O, [K+], [K+], [K+], O, O=P([O-])([O-])[O-], [Pd+2]. The product is COc1ccc(CN(Cc2ccc(OC)cc2)c2ncc(-c3nc(N4CCOCC4)nc4c3CCN4c3ccnc(C(=O)NC(C)(C)C)c3)cn2)cc1. As a reaction SMILES: [C:41]([CH3:42])([CH3:43])([CH3:44])[NH:45][C:46]([c:47]1[cH:48][c:49]([Cl:53])[cH:50][cH:51][n:52]1)=[O:54].[C:69]([O-:70])(=[O:71])[CH3:72].[C:74]([O-:75])(=[O:76])[CH3:77].[CH3:1][O:2][c:3]1[cH:4][cH:5][c:6]([CH2:7][N:8]([c:9]2[n:10][cH:11][c:12](-[c:15]3[c:16]4[c:17]([n:18][c:19]([N:21]5[CH2:22][CH2:23][O:24][CH2:25][CH2:26]5)[n:20]3)[NH:27][CH2:28][CH2:29]4)[cH:13][n:14]2)[CH2:30][c:31]2[cH:32][cH:33][c:34]([O:37][CH3:38])[cH:35][cH:36]2)[cH:39][cH:40]1.[CH3:63][N:64]([CH3:65])[CH:66]=[O:67].[K+:60].[K+:61].[K+:62].[OH2:68].[P:55]([O-:56])([O-:57])([O-:58])=[O:59].[Pd+2:73]>>[CH3:1][O:2][c:3]1[cH:4][cH:5][c:6]([CH2:7][N:8]([c:9]2[n:10][cH:11][c:12](-[c:15]3[c:16]4[c:17]([n:18][c:19]([N:21]5[CH2:22][CH2:23][O:24][CH2:25][CH2:26]5)[n:20]3)[N:27]([c:49]3[cH:48][c:47]([C:46]([NH:45][C:41]([CH3:42])([CH3:43])[CH3:44])=[O:54])[n:52][cH:51][cH:50]3)[CH2:28][CH2:29]4)[cH:13][n:14]2)[CH2:30][c:31]2[cH:32][cH:33][c:34]([O:37][CH3:38])[cH:35][cH:36]2)[cH:39][cH:40]1. Reactants: CC1([C@@H]([C@@H]1\C=C(\C(OC(C)(C)C)=O)/Cl)C(=O)O)C ((1R,cis,Z) 2,2-dimethyl-3-[2-chloro-3-oxo-3-(1,1-dimethyl-ethoxy)-1-propenyl]-cyclopropane-carboxylic acid), C(#N)[C@H](C1=CC(=CC=C1)OC1=CC=CC=C1)O ((S)α-cyano-3-phenoxy-benzyl alcohol). Run in C(Cl)(Cl)Cl (chloroform). The product is CC1([C@@H]([C@@H]1\C=C(\C(OC(C)(C)C)=O)/Cl)C(=O)O[C@@H](C1=CC(=CC=C1)OC1=CC=CC=C1)C#N)C ((S)α-cyano-3-phenoxy-benzyl (1R,cis,Z) 2,2-dimethyl-3-[2-chloro-3-oxo-3-(1,1-dimethylethoxy)-1-propenyl]-cyclopropane-carboxylate). Reaction SMILES: [CH3:1][C:2]1([CH3:18])[C@@H:4](/[CH:5]=[C:6](\[Cl:14])/[C:7](=[O:13])[O:8][C:9]([CH3:12])([CH3:11])[CH3:10])[C@H:3]1[C:15]([OH:17])=[O:16].[C:19]([C@@H:21](O)[C:22]1[CH:27]=[CH:26][CH:25]=[C:24]([O:28][C:29]2[CH:34]=[CH:33][CH:32]=[CH:31][CH:30]=2)[CH:23]=1)#[N:20]>C(Cl)(Cl)Cl>[CH3:1][C:2]1([CH3:18])[C@@H:4](/[CH:5]=[C:6](\[Cl:14])/[C:7](=[O:13])[O:8][C:9]([CH3:10])([CH3:11])[CH3:12])[C@H:3]1[C:15]([O:17][C@H:21]([C:19]#[N:20])[C:22]1[CH:27]=[CH:26][CH:25]=[C:24]([O:28][C:29]2[CH:30]=[CH:31][CH:32]=[CH:33][CH:34]=2)[CH:23]=1)=[O:16]. Procedure details: (1R,cis,Z) 2,2-dimethyl-3-[2-chloro-3-oxo-3-(1,1-dimethyl-ethoxy)-1-propenyl]-cyclopropane-carboxylic acid prepared as in Step B of Example 34 of European Pat. No. 0050534 and (S)α-cyano-3-phenoxy-benzyl alcohol were reacted to obtain (S)α-cyano-3-phenoxy-benzyl (1R,cis,Z) 2,2-dimethyl-3-[2-chloro-3-oxo-3-(1,1-dimethylethoxy)-1-propenyl]-cyclopropane-carboxylate with a specific rotation of [α]D20 =+15.5°±1.° (c=1% in chloroform). Starting materials: N1=C(NC2=C1C=CC=C2)SCCCCOC=2C=C1CCC(NC1=CC2)=O (6-[4-(2-benzimidazolyl-mercapto)-butoxy]-3,4-dihydrocarbostyril), OO (hydrogen peroxide). Product: N1=C(NC2=C1C=CC=C2)S(=O)CCCCOC=2C=C1CCC(NC1=CC2)=O (6-[4-(2-Benzimidazolyl-sulfinyl)-butoxy]-3,4-dihydro-carbostyril). RXN SMILES: [N:1]1[C:5]2[CH:6]=[CH:7][CH:8]=[CH:9][C:4]=2[NH:3][C:2]=1[S:10][CH2:11][CH2:12][CH2:13][CH2:14][O:15][C:16]1[CH:17]=[C:18]2[C:23](=[CH:24][CH:25]=1)[NH:22][C:21](=[O:26])[CH2:20][CH2:19]2.[OH:27]O>>[N:1]1[C:5]2[CH:6]=[CH:7][CH:8]=[CH:9][C:4]=2[NH:3][C:2]=1[S:10]([CH2:11][CH2:12][CH2:13][CH2:14][O:15][C:16]1[CH:17]=[C:18]2[C:23](=[CH:24][CH:25]=1)[NH:22][C:21](=[O:26])[CH2:20][CH2:19]2)=[O:27]. Reported procedure: Prepared analogous to Example 2 from 6-[4-(2-benzimidazolyl-mercapto)-butoxy]-3,4-dihydrocarbostyril and hydrogen peroxide.